This data is from the Open Reaction Database (ORD), a public repository of structured organic reaction records. The task is: describe an organic reaction: reactants, conditions, products, and yield Reactants: C(C)(C)(C)OC(NCC1=NC=C(C2=CC(=C(C=C12)OC)OC)CC(NCCOC)=O)=O ({6,7-dimethoxy-4-[(2-methoxy-ethylcarbamoyl)-methyl]-isoquinolin-1-ylmethyl}-carbamic acid tert-butyl ester), Cl (HCl). The solvent is CCOC(=O)C (EtOAc). Yields the product Cl.NCC1=NC=C(C2=CC(=C(C=C12)OC)OC)CC(=O)NCCOC (2-(1-aminomethyl-6,7-dimethoxy-isoquinolin-4-yl)-N-(2-methoxy-ethyl)-acetamide hydrochloride). Isolated yield 100.0%. RXN SMILES: C(OC(=O)[NH:7][CH2:8][C:9]1[C:18]2[C:13](=[CH:14][C:15]([O:21][CH3:22])=[C:16]([O:19][CH3:20])[CH:17]=2)[C:12]([CH2:23][C:24](=[O:30])[NH:25][CH2:26][CH2:27][O:28][CH3:29])=[CH:11][N:10]=1)(C)(C)C.[ClH:32]>CCOC(C)=O>[ClH:32].[NH2:7][CH2:8][C:9]1[C:18]2[C:13](=[CH:14][C:15]([O:21][CH3:22])=[C:16]([O:19][CH3:20])[CH:17]=2)[C:12]([CH2:23][C:24]([NH:25][CH2:26][CH2:27][O:28][CH3:29])=[O:30])=[CH:11][N:10]=1 |f:3.4|. Procedure: As described in Example 1, 37 mg of {6,7-dimethoxy-4-[(2-methoxy-ethylcarbamoyl)-methyl]-isoquinolin-1-ylmethyl}-carbamic acid tert-butyl ester was treated with HCl in EtOAc to give 40 mg (>100%) of 2-(1-aminomethyl-6,7-dimethoxy-isoquinolin-4-yl)-N-(2-methoxy-ethyl)-acetamide hydrochloride. MS: APCI (M+H) calc'd for C17H23N3O4+H 334.3; found 334.1. The solvent is C(C)(=O)O (acetic acid). The product is OC=1C(=C2CCC(OC2=C(C1C)C)C(=O)OCC)C (Ethyl 6-hydroxy-5,7,8-trimethylchroman-2-carboxylate). As a reaction SMILES: [OH:1][C:2]1[C:3]([CH3:20])=[C:4]2[C:9](=[C:10]([CH3:13])[C:11]=1[CH3:12])[O:8][CH:7]([C:14]([O:16][CH2:17][CH3:18])=[O:15])[CH2:6][C:5]2=O>C(O)(=O)C.[Pd]>[OH:1][C:2]1[C:3]([CH3:20])=[C:4]2[C:9](=[C:10]([CH3:13])[C:11]=1[CH3:12])[O:8][CH:7]([C:14]([O:16][CH2:17][CH3:18])=[O:15])[CH2:6][CH2:5]2. Conditions: time 1 hour. The reagents and catalysts are [Pd] (palladium-on-carbon). Starting materials: OC=1C(=C2C(CC(OC2=C(C1C)C)C(=O)OCC)=O)C (ethyl 6-hydroxy-5,7,8-trimethyl-4-oxo-2H-chromene-2-carboxylate). Procedure details: 14 g of ethyl 6-hydroxy-5,7,8-trimethyl-4-oxo-2H-chromene-2-carboxylate [prepared as described in J. Med. Chem., 18, 934 (1975)] were dissolved in 320 ml of acetic acid, and the resulting solution was catalytically reduced for 1 hour at 60°-65° C., under a hydrogen pressure of 3 atmospheres and in the presence of 3.5 g of 10% w/w palladium-on-carbon. The catalyst was filtered off, and the filtrate was poured into water. The white crystals which separated were collected by filtration, to give the... Reactants: C1COCCN1, COC(=O)c1ccc(CBr)c(Cl)c1, CC#N. Yields the product COC(=O)c1ccc(CN2CCOCC2)c(Cl)c1. Reaction SMILES: [CH2:14]1[CH2:15][O:16][CH2:17][CH2:18][NH:19]1.[CH3:1][O:2][C:3]([c:4]1[cH:5][c:6]([Cl:12])[c:7]([CH2:10][Br:11])[cH:8][cH:9]1)=[O:13].[CH3:20][C:21]#[N:22]>>[CH3:1][O:2][C:3]([c:4]1[cH:5][c:6]([Cl:12])[c:7]([CH2:10][N:19]2[CH2:14][CH2:15][O:16][CH2:17][CH2:18]2)[cH:8][cH:9]1)=[O:13]. The reactants are Cl.FC1=C(CC2CCNCC2)C=CC(=C1)C (4-(2-fluoro-4-methylbenzyl)piperidine hydrochloride), C(C1=CC=CC=C1)OC1=C(C=C(OCCBr)C=C1)F (2-(4-benzoxy-3-fluorophenoxy)ethyl bromide), C([O-])([O-])=O.[K+].[K+] (potassium carbonate), solid. Product: Cl.OC1=C(C=C(OCCN2CCC(CC2)CC2=C(C=C(C=C2)C)F)C=C1)F (1-[2-(4-Hydroxy-3-fluorophenoxy)ethyl]-4-(2-fluoro-4-methylbenzyl)piperidine hydrochloride). Reaction SMILES: [ClH:1].[F:2][C:3]1[CH:15]=[C:14]([CH3:16])[CH:13]=[CH:12][C:4]=1[CH2:5][CH:6]1[CH2:11][CH2:10][NH:9][CH2:8][CH2:7]1.C([O:24][C:25]1[CH:34]=[CH:33][C:28]([O:29][CH2:30][CH2:31]Br)=[CH:27][C:26]=1[F:35])C1C=CC=CC=1.C(=O)([O-])[O-].[K+].[K+]>>[ClH:1].[OH:24][C:25]1[CH:34]=[CH:33][C:28]([O:29][CH2:30][CH2:31][N:9]2[CH2:8][CH2:7][CH:6]([CH2:5][C:4]3[CH:12]=[CH:13][C:14]([CH3:16])=[CH:15][C:3]=3[F:2])[CH2:11][CH2:10]2)=[CH:27][C:26]=1[F:35] |f:0.1,3.4.5,6.7|. Procedure details: The title compound was prepared from 4-(2-fluoro-4-methylbenzyl)piperidine hydrochloride (311.7 mg, 1.28 mmol), 2-(4-benzoxy-3-fluorophenoxy)ethyl bromide (411 mg, 1.28 mmol), potassium carbonate (444 mg, 3.2 mmol) in two steps as white-off solid (270 mg), mp 128-130° C. 1H NMR (CD3OD) 1.40 (m, 2 H), 1.704 (m, 3 H), 2.114 (s, 3 H), 2.422 (d, J=6.3 Hz, 2 H), 2.837 (m, 2 H), 3.303 (m, 2 H), 3.430 (d, J=11.4 Hz, 2 H), 4.072 (m, 2 H), 6.50 (m, 1 H), 6.632-6.750 (m, 4 H), 6.90 (m, 1 H). Anal. Calcd f... Starting materials: FC=1C=C(C=CC1)CC(=O)O ((3-Fluorophenyl)acetic acid), COC=1C=C(C=CC1)O (3-methoxyphenol), ice water. Reaction conditions: temperature 65 celsius, time 9 hour. The product is FC=1C=C(C=CC1)CC(=O)C1=C(C=C(C=C1)OC)O (2-(3-Fluorophenyl)-1-(2-hydroxy-4-methoxyphenyl)ethanone). As a reaction SMILES: [F:1][C:2]1[CH:3]=[C:4]([CH2:8][C:9]([OH:11])=O)[CH:5]=[CH:6][CH:7]=1.[CH3:12][O:13][C:14]1[CH:15]=[C:16]([OH:20])[CH:17]=[CH:18][CH:19]=1>>[F:1][C:2]1[CH:3]=[C:4]([CH2:8][C:9]([C:17]2[CH:18]=[CH:19][C:14]([O:13][CH3:12])=[CH:15][C:16]=2[OH:20])=[O:11])[CH:5]=[CH:6][CH:7]=1. Reported procedure: (3-Fluorophenyl)acetic acid (3.7 g) and 3-methoxyphenol (3.0 g) were dissolved into BF3Et2O (60 ml, 20 eq) under argon. The mixture was stirred at 60-70° C. until disappearance of the starting materials (9 h) and poured into large volume of ice water. After extraction with ethyl acetate the combined organic layers were washed with water, dried and evaporated. The crude product was purified by column chromatography using CH2Cl2 as an eluant. 1H NMR (400 MHz, d6-DMSO) δ: 12.41 (br s, 1H), 8.02 (d,... Reactants: C1CCOC1, COC(=O)C1=CC(=O)C(C)(C2=CCCCC2)O1, CO, [Li+], [OH-], O. Yields the product CC1(C2=CCCCC2)OC(C(=O)O)=CC1=O. RXN SMILES: [CH2:21]1[O:22][CH2:23][CH2:24][CH2:25]1.[CH3:1][O:2][C:3](=[O:4])[C:5]1=[CH:9][C:8](=[O:10])[C:7]([CH3:11])([C:12]2=[CH:13][CH2:14][CH2:15][CH2:16][CH2:17]2)[O:6]1.[CH3:26][OH:27].[Li+:19].[OH-:18].[OH2:20]>>[O:2]=[C:3]([OH:4])[C:5]1=[CH:9][C:8](=[O:10])[C:7]([CH3:11])([C:12]2=[CH:13][CH2:14][CH2:15][CH2:16][CH2:17]2)[O:6]1. Starting materials: BrCc1ccccc1, CN1CCCN(C)C1=O, O=C(Cn1cncn1)c1ccc(Cl)cc1Cl, [H-], [Na+], C1CCOC1. The product is Clc1ccc(C(=Cn2cncn2)OCc2ccccc2)c(Cl)c1. RXN SMILES: [Br:19][CH2:20][c:21]1[cH:22][cH:23][cH:24][cH:25][cH:26]1.[CH3:32][N:33]1[CH2:34][CH2:35][CH2:36][N:37]([CH3:38])[C:39]1=[O:40].[Cl:1][c:2]1[c:3]([C:9]([CH2:10][n:11]2[n:12][cH:13][n:14][cH:15]2)=[O:16])[cH:4][cH:5][c:6]([Cl:8])[cH:7]1.[H-:17].[Na+:18].[O:27]1[CH2:28][CH2:29][CH2:30][CH2:31]1>>[Cl:1][c:2]1[c:3]([C:9](=[CH:10][n:11]2[n:12][cH:13][n:14][cH:15]2)[O:16][CH2:20][c:21]2[cH:22][cH:23][cH:24][cH:25][cH:26]2)[cH:4][cH:5][c:6]([Cl:8])[cH:7]1. Run in C(C)O (ethanol). Procedure details: To a liquid mixture of 11.8 g of the 4',6'-dimethoxy-2'-methoxycarbonylmethoxy-3'-isopentylacetophenone obtained in Production Example 5, 4.8 g of p-anisaldehyde and 50 ml of ethanol was added 150 ml of a saturated solution of potassium hydroxide in ethanol, and the mixture was stirred at room temperature overnight to effect a reaction. After the reaction, the reaction mixture was made acidic by dilute hydrochloric acid, extracted with diethyl ether and filtered, and the solvent was removed from... As a reaction SMILES: [CH3:1][O:2][C:3]1[CH:8]=[C:7](OC)[C:6]([C:11](=[O:13])C)=[C:5](OCC(OC)=O)[C:4]=1CCC(C)C>C(O)C>[CH:11](=[O:13])[C:6]1[CH:7]=[CH:8][C:3]([O:2][CH3:1])=[CH:4][CH:5]=1. Reactants: COC1=C(C(=C(C(=C1)OC)C(C)=O)OCC(=O)OC)CCC(C)C (4',6'-dimethoxy-2'-methoxycarbonylmethoxy-3'-isopentylacetophenone). Product: C(C1=CC=C(C=C1)OC)=O (p-anisaldehyde). The yield is 101.1%.